Dataset: the Open Reaction Database (ORD), a public repository of structured organic reaction records. Task: describe an organic reaction: reactants, conditions, products, and yield Reactants: C(C)OC(=O)C1=CC(OC2=C1C=C(C=C2)I)(CF)CF (2,2-bis(fluoromethyl)-6-iodo-2H-1-benzopyran-4-carboxylic acid ethyl ester), FC(C(C(=O)[O-])(F)F)(F)F.[K+] (potassium pentafluoropropionate). The product is C(C)OC(=O)C1=CC(OC2=C1C=C(C=C2)C(C(F)(F)F)(F)F)(CF)CF (6-pentafluoroethyl-2,2-bis(fluoromethyl)-2H-1-benzopyran-4-carboxylic acid ethyl ester). As a reaction SMILES: [CH2:1]([O:3][C:4]([C:6]1[C:11]2[CH:12]=[C:13](I)[CH:14]=[CH:15][C:10]=2[O:9][C:8]([CH2:19][F:20])([CH2:17][F:18])[CH:7]=1)=[O:5])[CH3:2].[F:21][C:22]([F:30])([F:29])[C:23]([F:28])([F:27])C([O-])=O.[K+]>>[CH2:1]([O:3][C:4]([C:6]1[C:11]2[CH:12]=[C:13]([C:23]([F:28])([F:27])[C:22]([F:30])([F:29])[F:21])[CH:14]=[CH:15][C:10]=2[O:9][C:8]([CH2:19][F:20])([CH2:17][F:18])[CH:7]=1)=[O:5])[CH3:2] |f:1.2|. Reported procedure: Using 2,2-bis(fluoromethyl)-6-iodo-2H-1-benzopyran-4-carboxylic acid ethyl ester and potassium pentafluoropropionate, an oily product of 6-pentafluoroethyl-2,2-bis(fluoromethyl)-2H-1-benzopyran-4-carboxylic acid ethyl ester was obtained according to the same method as in Example 23 (4). The reactants are C1(CC1)N (cyclopropylamine), FC1=C(C(=O)C(C(=O)OCC)=COCC)C=C(C(=C1F)F)F (ethyl 2-(2,3,4,5-tetrafluorobenzoyl)-3-ethoxyacrylate). Solvent: C(C)O (ethanol). Yields the product FC1=C(C(=O)C(C(=O)OCC)=CNC2CC2)C=C(C(=C1F)F)F (ethyl 2-(2,3,4,5-tetrafluorobenzoyl)-3-cyclopropylaminoacrylate). Isolated yield 89.7%. Reaction SMILES: [CH:1]1([NH2:4])[CH2:3][CH2:2]1.[F:5][C:6]1[C:23]([F:24])=[C:22]([F:25])[C:21]([F:26])=[CH:20][C:7]=1[C:8]([C:10](=[CH:16]OCC)[C:11]([O:13][CH2:14][CH3:15])=[O:12])=[O:9]>C(O)C>[F:5][C:6]1[C:23]([F:24])=[C:22]([F:25])[C:21]([F:26])=[CH:20][C:7]=1[C:8]([C:10](=[CH:16][NH:4][CH:1]1[CH2:3][CH2:2]1)[C:11]([O:13][CH2:14][CH3:15])=[O:12])=[O:9]. Procedure details: 23.2 g of cyclopropylamine are added dropwise to a solution of 123.9 g of ethyl 2-(2,3,4,5-tetrafluorobenzoyl)-3-ethoxyacrylate in 250 ml of ethanol, cooling in ice and stirring. When the exothermic reaction has subsided, the mixture is stirred at room temperature for 1 hour, the solvent is removed in vacuo, and the residue is recrystallized from cyclohexane/petroleum ether. 115 g of ethyl 2-(2,3,4,5-tetrafluorobenzoyl)-3-cyclopropylaminoacrylate of melting point 63°-65° C. are obtained. The reactants are C(C)OC(C1=C(C=CC=C1)O)=O (2-hydroxy-benzoic acid ethyl ester), 4-(2-aminoethyl)-2-methoxy-benzoic acid. HCl, Br (hydrobromic acid), 5-chloro-2-methoxy-benzamido, OC1=C(C(=O)O)C=CC=C1 (2-hydroxy-benzoic acid), C(C)O.Cl (ethanol HCl), [H-].[Na+] (sodium hydride), C(C=C)Br (allyl bromide). Run in CN(C)C=O (DMF). Reaction conditions: time 4 hour. Yields the product 2-allyloxy, C(C1=CC=CC=C1)(=O)O (benzoic acid). RXN SMILES: C([O:3][C:4](=[O:12])[C:5]1[CH:10]=[CH:9][CH:8]=[CH:7][C:6]=1O)C.Br.OC1C=CC=CC=1C(O)=O.C(O)C.Cl.[H-].[Na+].C(Br)C=C>CN(C=O)C>[C:4]([OH:12])(=[O:3])[C:5]1[CH:10]=[CH:9][CH:8]=[CH:7][CH:6]=1 |f:3.4,5.6|. Reported procedure: 13.6 g of 4-(2-<5-chloro-2-methoxy-benzamido>-ethyl)-2-hydroxy-benzoic acid ethyl ester, M.p. 88°-89° C., (prepared by treatment of 4-(2-aminoethyl)-2-methoxy-benzoic acid. HCl with hydrobromic acid/glacial acetic acid, reaction of the resulting 4-(2-<5-chloro-2-methoxy-benzamido>-ethyl)-2-hydroxy-benzoic acid with ethanol/HCl) were dissolved in 75 ml of DMF and combined with 1.2 g of sodium hydride/80% strength in white oil. The whole was stirred for half an hour, 4.4 g of allyl bromide were ad...